This data is from the Open Reaction Database (ORD), a public repository of structured organic reaction records. The task is: describe an organic reaction: reactants, conditions, products, and yield Reactants: O=C([O-])[O-], CCOC(C)=O, [K+], [K+], O=C(c1cnc(Cl)c(Cl)c1)N1CCC1, COC(=O)c1cc(O)cc(OC2CCOC2)c1. The product is COC(=O)c1cc(Oc2ncc(C(=O)N3CCC3)cc2Cl)cc(OC2CCOC2)c1. Reaction SMILES: [C:18](=[O:19])([O-:20])[O-:21].[CH3:38][CH2:39][O:40][C:41](=[O:42])[CH3:43].[K+:22].[K+:23].[N:24]1([C:28](=[O:29])[c:30]2[cH:31][c:32]([Cl:37])[c:33]([Cl:36])[n:34][cH:35]2)[CH2:25][CH2:26][CH2:27]1.[OH:1][c:2]1[cH:3][c:4]([C:5](=[O:6])[O:7][CH3:8])[cH:9][c:10]([O:12][CH:13]2[CH2:14][O:15][CH2:16][CH2:17]2)[cH:11]1>>[O:1]([c:2]1[cH:3][c:4]([C:5](=[O:6])[O:7][CH3:8])[cH:9][c:10]([O:12][CH:13]2[CH2:14][O:15][CH2:16][CH2:17]2)[cH:11]1)[c:33]1[c:32]([Cl:37])[cH:31][c:30]([C:28]([N:24]2[CH2:25][CH2:26][CH2:27]2)=[O:29])[cH:35][n:34]1. Reactants: C(C)(C)[Mg]Cl (isopropylmagnesium chloride), Cl (HCl), [OH-].[Na+] (NaOH), crude material, ClC1=C(C=CC(=C1)F)I (2-chloro-4-fluoro-1-iodobenzene), FC=1C(=NC=CC1C=1C=NC=NC1)C#N (3-fluoro-4-(pyrimidin-5-yl)picolinonitrile). Solvent: C1CCOC1 (THF), O (Water), C(Cl)Cl (CH2Cl2), C(Cl)Cl (CH2Cl2), C1CCOC1 (THF). Run at temperature -10 celsius, time 30 minute. The product is ClC1=C(C=CC(=C1)F)C(=O)C1=NC=CC(=C1F)C=1C=NC=NC1 ((2-Chloro-4-fluorophenyl)(3-fluoro-4-(pyrimidin-5-yl)pyridin-2-yl)methanone). Isolated yield 7.4%. As a reaction SMILES: [Cl:1][C:2]1[CH:7]=[C:6]([F:8])[CH:5]=[CH:4][C:3]=1I.C([Mg]Cl)(C)C.[F:15][C:16]1[C:17]([C:28]#N)=[N:18][CH:19]=[CH:20][C:21]=1[C:22]1[CH:23]=[N:24][CH:25]=[N:26][CH:27]=1.Cl.[OH-:31].[Na+]>C1COCC1.C(Cl)Cl.O>[Cl:1][C:2]1[CH:7]=[C:6]([F:8])[CH:5]=[CH:4][C:3]=1[C:28]([C:17]1[C:16]([F:15])=[C:21]([C:22]2[CH:23]=[N:24][CH:25]=[N:26][CH:27]=2)[CH:20]=[CH:19][N:18]=1)=[O:31] |f:4.5|. Procedure: To a solution of 2-chloro-4-fluoro-1-iodobenzene (0.307 g, 1.199 mmol) in THF (Volume: 1.622 ml) cooled to −10° C. was added isopropylmagnesium chloride, 2M in THF (0.699 ml, 1.399 mmol) in one portion. After 30 min, 3-fluoro-4-(pyrimidin-5-yl)picolinonitrile (0.200 g, 0.999 mmol) was added. The reaction mixture was stirred at −10° C. for 30 min, then allowed to warm to room temperature and stirred overnight. Water and ice were carefully added, followed by acidification with 6 M HCl. After stirr... The reactants are O1C=NC(=C1)C=O (oxazole-4-carbaldehyde), CCOCC (Et2O), CCOCC (Et2O), Triethylphosphonoacetate, CCOCC (Et2O), [Li]CCCC (BuLi), O (water). Reaction conditions: temperature -78 celsius, time 2 hour. The product is C(C)OC(C=CC=1N=COC1)=O (3-(Oxazol-4-yl)acrylic acid ethyl ester). Yield: 74.0%. Reaction SMILES: [Li]CCCC.[O:6]1[CH:10]=[C:9]([CH:11]=O)[N:8]=[CH:7]1.[OH2:13].[CH3:14][CH2:15][O:16][CH2:17][CH3:18]>>[CH2:15]([O:16][C:17](=[O:13])[CH:18]=[CH:11][C:9]1[N:8]=[CH:7][O:6][CH:10]=1)[CH3:14]. Reported procedure: Triethylphosphonoacetate (29.4 mL, 147 mmol) was dissolved in dry Et2O (200 mL) under nitrogen. The sol. was cooled to −78° C., and BuLi (1.6 M in hexane, 85 mL, 136 mmol) was added slowly. The mixture was stirred for 2 h at −78° C., and a sol. of the oxazole-4-carbaldehyde (11.9 g, 122 mmol) in dry Et2O was added slowly. The reaction mixture was stirred for 4 h. The reaction mixture was combined with Et2O and water, and the org. phase was washed with aq. sat. NaHCO3. The org. extracts were drie... The reactants are Cl, Cl, NCc1cccc([N+](=O)[O-])c1, NS(N)(=O)=O, [Na+], O=C([O-])O, O. Yields the product NS(=O)(=O)NCc1cccc([N+](=O)[O-])c1. As a reaction SMILES: [ClH:1].[ClH:23].[N+:2](=[O:3])([O-:4])[c:5]1[cH:6][c:7]([CH2:8][NH2:9])[cH:10][cH:11][cH:12]1.[NH2:18][S:19]([NH2:20])(=[O:21])=[O:22].[Na+:17].[O-:13][C:14]([OH:15])=[O:16].[OH2:24]>>[N+:2](=[O:3])([O-:4])[c:5]1[cH:6][c:7]([CH2:8][NH:9][S:19]([NH2:18])(=[O:21])=[O:22])[cH:10][cH:11][cH:12]1. Starting materials: O=C1COCCN1c1ccc(Br)cc1, CC(=O)[O-], Cl, [K+], O=C(NC1CN2CCC1CC2)c1cc2cccc(Br)c2s1, [Na+], [Na+], O=C([O-])[O-], CN(C)C=O. Product: Cl, O=C(NC1CN2CCC1CC2)c1cc2cccc(-c3ccc(N4CCOCC4=O)cc3)c2s1. As a reaction SMILES: [Br:1][c:2]1[cH:3][cH:4][c:5]([N:8]2[C:9](=[O:14])[CH2:10][O:11][CH2:12][CH2:13]2)[cH:6][cH:7]1.[CH3:16][C:17](=[O:18])[O-:19].[ClH:20].[K+:15].[N:21]12[CH2:22][CH:23]([NH:29][C:30](=[O:31])[c:32]3[s:33][c:34]4[c:35]([cH:36]3)[cH:37][cH:38][cH:39][c:40]4[Br:41])[CH:24]([CH2:25][CH2:26]1)[CH2:27][CH2:28]2.[Na+:42].[Na+:43].[O-:44][C:45](=[O:46])[O-:47].[O:48]=[CH:49][N:50]([CH3:51])[CH3:52]>>[ClH:20].[c:2]1(-[c:40]2[c:34]3[s:33][c:32]([C:30]([NH:29][CH:23]4[CH2:22][N:21]5[CH2:26][CH2:25][CH:24]4[CH2:27][CH2:28]5)=[O:31])[cH:36][c:35]3[cH:37][cH:38][cH:39]2)[cH:3][cH:4][c:5]([N:8]2[C:9](=[O:14])[CH2:10][O:11][CH2:12][CH2:13]2)[cH:6][cH:7]1.